Dataset: the Open Reaction Database (ORD), a public repository of structured organic reaction records. Task: describe an organic reaction: reactants, conditions, products, and yield The reactants are N1(CCOCC1)C=1N=C(NC(C1)=O)CC(=O)[O-].[Na+] (sodium [4-(morpholin-4-yl)-6-oxo-1,6-dihydropyrimidin-2-yl]acetate), CC1(CNC2=CC=CC=C12)C (3,3-dimethylindoline), Cl.CN(CCCN=C=NCC)C (N-[3-(dimethylamino)propyl]-N′-ethylcarbodiimide hydrochloride). Solvent: N1=CC=CC=C1 (pyridine), CN(C=O)C (N,N-dimethylformamide). Conditions: time 15 hour. Product: CC1(CN(C2=CC=CC=C12)C(CC1=NC(=CC(N1)=O)N1CCOCC1)=O)C (2-[2-(3,3-dimethyl-2,3-dihydroindol-1-yl)-2-oxoethyl]-6-morpholin-4-yl-3H-pyrimidin-4-one). Yield: 53.7%. Reaction SMILES: [N:1]1([C:7]2[N:8]=[C:9]([CH2:14][C:15]([O-:17])=O)[NH:10][C:11](=[O:13])[CH:12]=2)[CH2:6][CH2:5][O:4][CH2:3][CH2:2]1.[Na+].[CH3:19][C:20]1([CH3:29])[C:28]2[C:23](=[CH:24][CH:25]=[CH:26][CH:27]=2)[NH:22][CH2:21]1.Cl.CN(C)CCCN=C=NCC>N1C=CC=CC=1.CN(C)C=O>[CH3:19][C:20]1([CH3:29])[C:28]2[C:23](=[CH:24][CH:25]=[CH:26][CH:27]=2)[N:22]([C:15](=[O:17])[CH2:14][C:9]2[NH:10][C:11](=[O:13])[CH:12]=[C:7]([N:1]3[CH2:2][CH2:3][O:4][CH2:5][CH2:6]3)[N:8]=2)[CH2:21]1 |f:0.1,3.4|. Procedure: The product is prepared according to the procedure described in example 5, using 177 mg of sodium [4-(morpholin-4-yl)-6-oxo-1,6-dihydropyrimidin-2-yl]acetate, 236 mg of 3,3-dimethylindoline (which can be prepared according to T. W. Ramsay et al., Synth. Commun. 1995, 25, 4029) and 169 mg of N-[3-(dimethylamino)propyl]-N′-ethylcarbodiimide hydrochloride in a mixture of 0.11 ml of pyridine and 5 ml of N,N-dimethylformamide. The reaction mixture is stirred for 15 h at ambient temperature and then c...